From a dataset of the Open Reaction Database (ORD), a public repository of structured organic reaction records. describe an organic reaction: reactants, conditions, products, and yield The reactants are O=C(CBr)c1ccc(F)cc1, CCOC(C)=O, CCOCC, Cl, Cl, O=S(=O)(CC1CNC1)c1ccc(F)cc1F, [K+], [K+], O=C([O-])[O-], CN(C)C=O, O. The product is Cl, O=C(CN1CC(CS(=O)(=O)c2ccc(F)cc2F)C1)c1ccc(F)cc1. As a reaction SMILES: [Br:18][CH2:19][C:20](=[O:21])[c:22]1[cH:23][cH:24][c:25]([F:28])[cH:26][cH:27]1.[CH3:41][CH2:42][O:43][C:44]([CH3:45])=[O:46].[CH3:47][CH2:48][O:49][CH2:50][CH3:51].[ClH:1].[ClH:35].[F:2][c:3]1[c:4]([S:10](=[O:11])(=[O:12])[CH2:13][CH:14]2[CH2:15][NH:16][CH2:17]2)[cH:5][cH:6][c:7]([F:9])[cH:8]1.[K+:29].[K+:30].[O-:31][C:32]([O-:33])=[O:34].[O:36]=[CH:37][N:38]([CH3:39])[CH3:40].[OH2:52]>>[ClH:1].[F:2][c:3]1[c:4]([S:10](=[O:11])(=[O:12])[CH2:13][CH:14]2[CH2:15][N:16]([CH2:19][C:20](=[O:21])[c:22]3[cH:23][cH:24][c:25]([F:28])[cH:26][cH:27]3)[CH2:17]2)[cH:5][cH:6][c:7]([F:9])[cH:8]1. Reactants: C(C)OP(OCC)(=O)C\C=C\C1=CC(=C(C(=C1)C)C1=NC2=C(N1)C=C(C=C2)C=2OC(=NN2)C2=CC=C(C=C2)Cl)C ([(E)-3-(4-{6-[5-(4-chlorophenyl)-[1,3,4]oxadiazol-2-yl]-1H-benzoimidazol-2-yl}-3,5-dimethylphenyl)-allyl]-phosphonic acid diethyl ester), C[Si](C)(C)Br (trimethylsilylbromide). Solvent: C(Cl)Cl (CH2Cl2). Run at time 18 hour. Yields the product ClC1=CC=C(C=C1)C1=NN=C(O1)C=1C=CC2=C(NC(=N2)C2=C(C=C(C=C2C)CCCP(O)(O)=O)C)C1 ([3-(4-{6-[5-(4-Chlorophenyl)-[1,3,4]oxadiazol-2-yl]-1H-benzoimidazol-2-yl}-3,5-dimethylphenyl)-propyl]-phosphonic acid). As a reaction SMILES: C([O:3][P:4]([CH2:9]/[CH:10]=[CH:11]/[C:12]1[CH:17]=[C:16]([CH3:18])[C:15]([C:19]2[NH:23][C:22]3[CH:24]=[C:25]([C:28]4[O:29][C:30]([C:33]5[CH:38]=[CH:37][C:36]([Cl:39])=[CH:35][CH:34]=5)=[N:31][N:32]=4)[CH:26]=[CH:27][C:21]=3[N:20]=2)=[C:14]([CH3:40])[CH:13]=1)(=[O:8])[O:5]CC)C.C[Si](Br)(C)C>C(Cl)Cl>[Cl:39][C:36]1[CH:37]=[CH:38][C:33]([C:30]2[O:29][C:28]([C:25]3[CH:26]=[CH:27][C:21]4[N:20]=[C:19]([C:15]5[C:16]([CH3:18])=[CH:17][C:12]([CH2:11][CH2:10][CH2:9][P:4](=[O:3])([OH:8])[OH:5])=[CH:13][C:14]=5[CH3:40])[NH:23][C:22]=4[CH:24]=3)=[N:32][N:31]=2)=[CH:34][CH:35]=1. Reported procedure: To a solution of [(E)-3-(4-{6-[5-(4-chlorophenyl)-[1,3,4]oxadiazol-2-yl]-1H-benzoimidazol-2-yl}-3,5-dimethylphenyl)-allyl]-phosphonic acid diethyl ester (1.44 g, 2.5 mmol) in CH2Cl2 (15 mL) was added trimethylsilylbromide (1.62 mL, 12.5 mmol) and the mixture was stirred at RT for 18 h. The solvent was removed under reduced pressure and the residue was purified by reverse phase HPLC using a gradient of 0-80% MeCN/water containing 0.7% NH4OH to give the title compound. MS: m/z 523.1 (M+1). H1-NMR ... Reactants: ClC1=CC(=C(C=C1)N(S(=O)(=O)C1=CC(=C(C=C1)OC)OC)CC1=NN=NN1)C(C1=C(C=CC=C1)Cl)=O (N-[4-chloro-2-(2-chlorobenzoyl)phenyl]-3,4-dimethoxy-N-(1H-tetrazol-5-ylmethyl)benzenesulfonamide), [BH4-].[Na+] (sodium borohydride). Run in C(C)O (ethanol). Yields the product ClC1=CC(=C(C=C1)N(S(=O)(=O)C1=CC(=C(C=C1)OC)OC)CC1=NN=NN1)C(O)C1=C(C=CC=C1)Cl (N-{4-chloro-2-[(2-chlorophenyl)(hydroxy)methyl]phenyl}-3,4-dimethoxy-N-(1H-tetrazol-5-ylmethyl)benzenesulfonamide). Yield: 97.5%. As a reaction SMILES: [Cl:1][C:2]1[CH:7]=[CH:6][C:5]([N:8]([CH2:22][C:23]2[NH:27][N:26]=[N:25][N:24]=2)[S:9]([C:12]2[CH:17]=[CH:16][C:15]([O:18][CH3:19])=[C:14]([O:20][CH3:21])[CH:13]=2)(=[O:11])=[O:10])=[C:4]([C:28](=[O:36])[C:29]2[CH:34]=[CH:33][CH:32]=[CH:31][C:30]=2[Cl:35])[CH:3]=1.[BH4-].[Na+]>C(O)C>[Cl:1][C:2]1[CH:7]=[CH:6][C:5]([N:8]([CH2:22][C:23]2[NH:27][N:26]=[N:25][N:24]=2)[S:9]([C:12]2[CH:17]=[CH:16][C:15]([O:18][CH3:19])=[C:14]([O:20][CH3:21])[CH:13]=2)(=[O:10])=[O:11])=[C:4]([CH:28]([C:29]2[CH:34]=[CH:33][CH:32]=[CH:31][C:30]=2[Cl:35])[OH:36])[CH:3]=1 |f:1.2|. Reported procedure: To 0.95 g of N-[4-chloro-2-(2-chlorobenzoyl)phenyl]-3,4-dimethoxy-N-(1H-tetrazol-5-ylmethyl)benzenesulfonamide dissolved in 40 ml of ethanol is added 0.38 g of sodium borohydride, and the mixture is refluxed for 18 hours. The solvents are evaporated off and the residue is taken up in ethyl acetate and washed with water. The organic phase is dried over anhydrous sodium sulfate and concentrated to give 0.93 g of the expected product. The reactants are OCCCBr, C1CCOC1, FC(F)(F)c1ccc(C23CNCC2C3)cc1. Product: OCCCN1CC2CC2(c2ccc(C(F)(F)F)cc2)C1. As a reaction SMILES: [Br:22][CH2:23][CH2:24][CH2:25][OH:26].[CH2:17]1[CH2:18][CH2:19][CH2:20][O:21]1.[F:1][C:2]([c:3]1[cH:4][cH:5][c:6]([C:9]23[CH2:10][NH:11][CH2:12][CH:13]2[CH2:14]3)[cH:7][cH:8]1)([F:15])[F:16]>>[F:1][C:2]([c:3]1[cH:4][cH:5][c:6]([C:9]23[CH2:10][N:11]([CH2:18][CH2:19][CH2:20][OH:21])[CH2:12][CH:13]2[CH2:14]3)[cH:7][cH:8]1)([F:15])[F:16].